From a dataset of the Open Reaction Database (ORD), a public repository of structured organic reaction records. describe an organic reaction: reactants, conditions, products, and yield The reactants are O=C([O-])O, CN(Cc1ccc(NC(=O)C2=Cc3cc(-c4ccc5c(c4)OCO5)ccc3S(=O)(=O)CC2)cc1)C1CCC2(CC1)OCCO2, C1CCOC1, Cl, [Na+]. The product is CN(Cc1ccc(NC(=O)C2=Cc3cc(-c4ccc5c(c4)OCO5)ccc3S(=O)(=O)CC2)cc1)C1CCC(=O)CC1. Reaction SMILES: [C:46](=[O:47])([OH:48])[O-:49].[CH2:1]1[O:2][C:3]2([CH2:4][CH2:5][CH:6]([N:9]([CH3:10])[CH2:11][c:12]3[cH:13][cH:14][c:15]([NH:18][C:19](=[O:20])[C:21]4=[CH:27][c:26]5[c:25]([cH:31][cH:30][c:29](-[c:32]6[cH:33][c:34]7[c:35]([cH:36][cH:37]6)[O:38][CH2:39][O:40]7)[cH:28]5)[S:24](=[O:41])(=[O:42])[CH2:23][CH2:22]4)[cH:16][cH:17]3)[CH2:7][CH2:8]2)[O:44][CH2:43]1.[CH2:51]1[O:52][CH2:53][CH2:54][CH2:55]1.[ClH:45].[Na+:50]>>[O:2]=[C:3]1[CH2:4][CH2:5][CH:6]([N:9]([CH3:10])[CH2:11][c:12]2[cH:13][cH:14][c:15]([NH:18][C:19](=[O:20])[C:21]3=[CH:27][c:26]4[c:25]([cH:31][cH:30][c:29](-[c:32]5[cH:33][c:34]6[c:35]([cH:36][cH:37]5)[O:38][CH2:39][O:40]6)[cH:28]4)[S:24](=[O:41])(=[O:42])[CH2:23][CH2:22]3)[cH:16][cH:17]2)[CH2:7][CH2:8]1. Reactants: COC(=O)NC(C(=O)N1CCCC1c1ncc(-c2ccc3cc(-c4ccc(-c5cnc(C6CCCN6)[nH]5)cc4)ccc3c2)[nH]1)C(C)C, COC(=O)NC(C(=O)O)c1ccccc1OC, ClCCl, [K+], [K+], [K+], O=P([O-])([O-])[O-]. Product: COC(=O)NC(C(=O)N1CCCC1c1ncc(-c2ccc(-c3ccc4cc(-c5cnc(C6CCCN6C(=O)C(NC(=O)OC)C(C)C)[nH]5)ccc4c3)cc2)[nH]1)c1ccccc1OC. Reaction SMILES: [CH3:1][O:2][C:3]([NH:4][CH:5]([CH:6]([CH3:7])[CH3:8])[C:9](=[O:10])[N:11]1[CH:12]([c:16]2[nH:17][c:18](-[c:21]3[cH:22][c:23]4[cH:24][cH:25][c:26](-[c:31]5[cH:32][cH:33][c:34](-[c:37]6[nH:38][c:39]([CH:42]7[NH:43][CH2:44][CH2:45][CH2:46]7)[n:40][cH:41]6)[cH:35][cH:36]5)[cH:27][c:28]4[cH:29][cH:30]3)[cH:19][n:20]2)[CH2:13][CH2:14][CH2:15]1)=[O:47].[CH3:48][O:49][C:50](=[O:51])[NH:52][CH:53]([C:54](=[O:55])[OH:56])[c:57]1[c:58]([O:63][CH3:64])[cH:59][cH:60][cH:61][cH:62]1.[Cl:73][CH2:74][Cl:75].[K+:70].[K+:71].[K+:72].[P:65]([O-:66])([O-:67])([O-:68])=[O:69]>>[CH3:1][O:2][C:3]([NH:4][CH:5]([CH:6]([CH3:7])[CH3:8])[C:9](=[O:10])[N:11]1[CH:12]([c:16]2[nH:17][c:18](-[c:21]3[cH:22][c:23]4[cH:24][cH:25][c:26](-[c:31]5[cH:32][cH:33][c:34](-[c:37]6[nH:38][c:39]([CH:42]7[N:43]([C:54]([CH:53]([NH:52][C:50]([O:49][CH3:48])=[O:51])[c:57]8[c:58]([O:63][CH3:64])[cH:59][cH:60][cH:61][cH:62]8)=[O:55])[CH2:44][CH2:45][CH2:46]7)[n:40][cH:41]6)[cH:35][cH:36]5)[cH:27][c:28]4[cH:29][cH:30]3)[cH:19][n:20]2)[CH2:13][CH2:14][CH2:15]1)=[O:47]. The reactants are CN(C)NC(=O)C1CCCN1C(=O)OC(C)(C)C, ClCCl, O=C(O)C(F)(F)F. Yields the product CN(C)NC(=O)C1CCCN1. Reaction SMILES: [CH3:8][N:9]([NH:10][C:11](=[O:12])[CH:13]1[N:14]([C:18]([O:19][C:20]([CH3:21])([CH3:22])[CH3:23])=[O:24])[CH2:15][CH2:16][CH2:17]1)[CH3:25].[Cl:26][CH2:27][Cl:28].[F:1][C:2]([F:3])([F:4])[C:5]([OH:6])=[O:7]>>[CH3:8][N:9]([NH:10][C:11](=[O:12])[CH:13]1[NH:14][CH2:15][CH2:16][CH2:17]1)[CH3:25]. Reactants: COC([C@@H](NC(CN(CC=1C=NC2=CC=CC=C2C1)C[C@H]([C@H](CC)C)NC[C@H](CS)N)=O)CCSC)=O (N-[2(S)-(2(R)-amino-3-mercaptopropylamino)-3(S)-methylpentyl]-N-(3-quinolylmethyl)-glycyl methionine methyl ester), C(F)(F)(F)C(=O)O (CF3CO2H). Product: N[C@H](CN[C@H](CN(CC(=O)N[C@@H](CCSC)C(=O)O)CC1=CC=CC2=CC=CC=C12)[C@H](CC)C)CS (N-[2(S)-(2(R)-amino-3-mercaptopropylamino)-3(S)-methylpentyl]-N-(1-naphthylmethyl)-glycyl methionine). Reaction SMILES: C[O:2][C:3](=[O:37])[C@H:4]([CH2:33][CH2:34][S:35][CH3:36])[NH:5][C:6](=[O:32])[CH2:7][N:8]([CH2:20][C@@H:21]([NH:26][CH2:27][C@@H:28]([NH2:31])[CH2:29][SH:30])[C@@H:22]([CH3:25])[CH2:23][CH3:24])[CH2:9][C:10]1[CH:11]=N[C:13]2[C:18]([CH:19]=1)=[CH:17][CH:16]=[CH:15][CH:14]=2.[C:38](C(O)=O)(F)(F)F>>[NH2:31][C@@H:28]([CH2:29][SH:30])[CH2:27][NH:26][C@@H:21]([C@@H:22]([CH3:25])[CH2:23][CH3:24])[CH2:20][N:8]([CH2:9][C:10]1[C:19]2[C:16](=[CH:15][CH:14]=[CH:13][CH:18]=2)[CH:17]=[CH:38][CH:11]=1)[CH2:7][C:6]([NH:5][C@H:4]([C:3]([OH:2])=[O:37])[CH2:33][CH2:34][S:35][CH3:36])=[O:32]. Procedure details: N-[2(S)-(2(R)-amino-3-mercaptopropylamino)-3(S)-methylpentyl]-N-(3-quinolylmethyl)-glycyl methionine methyl ester Anal. calculated for C27H43N5O3S2. 3.85 CF3CO2H: C, 42.15; H, 4.78; N, 7.08; Found: C, 41.96; H, 5.01; N, 7.48. The reactants are Cl (hydrochloride), [OH-].[NH4+] (ammonium hydroxide), C(#N)[BH3-].[Na+] (Sodium cyanoborohydride), CC(C)(OC(=O)N1CCN(CC1)C1=NC=CC=C1N)C (1-[1,1-dimethylethoxycarbonyl]-4-[3-amino-2-pyridinyl]piperazine), CCC=O (propional). Run in ClCCl (dichloromethane), CO (methanol). Run at time 8 hour. Product: CC(C)(OC(=O)N1CCN(CC1)C1=NC=CC=C1NCCC)C (1-[1,1-Dimethylethoxycarbonyl]-4-[3-(propylamino)-2-pyridinyl]piperazine). RXN SMILES: C([BH3-])#N.[Na+].[CH3:5][C:6]([CH3:24])([O:8][C:9]([N:11]1[CH2:16][CH2:15][N:14]([C:17]2[C:22]([NH2:23])=[CH:21][CH:20]=[CH:19][N:18]=2)[CH2:13][CH2:12]1)=[O:10])[CH3:7].[CH3:25][CH2:26][CH:27]=O.Cl.[OH-].[NH4+]>ClCCl.CO>[CH3:7][C:6]([CH3:24])([O:8][C:9]([N:11]1[CH2:12][CH2:13][N:14]([C:17]2[C:22]([NH:23][CH2:25][CH2:26][CH3:27])=[CH:21][CH:20]=[CH:19][N:18]=2)[CH2:15][CH2:16]1)=[O:10])[CH3:5] |f:0.1,5.6|. Procedure: Sodium cyanoborohydride (0.31 g) is added to a cold solution of 1-[1,1-dimethylethoxycarbonyl]-4-[3-amino-2-pyridinyl]piperazine (International Publication No. WO 88/08424, 2.8 g), propional (0.87 g), and methanol (15 ml). After the exotherm has subsided, the reaction is stirred at 20°-25° overnight. The reaction is acidified (pH 2) with aqueous hydrochloride and then diluted with dichloromethane. The pH is adjusted with aqueous ammonium hydroxide (pH 8), and the phases are separated. The organi... Reaction SMILES: [CH3:30][CH2:31][O:32][C:33](=[O:34])[CH3:35].[CH3:36][CH2:37][CH2:38][CH2:39][CH2:40][CH3:41].[N+:15](=[O:16])([O-:17])[c:18]1[c:19]([C:20](=[O:21])[OH:22])[cH:23][cH:24][c:25]([N+:27](=[O:28])[O-:29])[cH:26]1.[OH:1][CH:2]1[CH:3]([O:13][CH3:14])[CH:4]=[C:5]([CH3:12])[C:6](=[O:11])[CH2:7][C:8]1([CH3:9])[CH3:10]>>[O:1]([CH:2]1[CH:3]([O:13][CH3:14])[CH:4]=[C:5]([CH3:12])[C:6](=[O:11])[CH2:7][C:8]1([CH3:9])[CH3:10])[C:20]([c:19]1[c:18]([N+:15](=[O:16])[O-:17])[cH:26][c:25]([N+:27](=[O:28])[O-:29])[cH:24][cH:23]1)=[O:21]. The reactants are CCOC(C)=O, CCCCCC, O=C(O)c1ccc([N+](=O)[O-])cc1[N+](=O)[O-], COC1C=C(C)C(=O)CC(C)(C)C1O. Product: COC1C=C(C)C(=O)CC(C)(C)C1OC(=O)c1ccc([N+](=O)[O-])cc1[N+](=O)[O-]. Starting materials: Cl (hydrochloric acid), aqueous solution, N(=O)[O-].[Na+] (sodium nitrite), C(C=C)(=O)OCC (ethyl acrylate), NC1=CC=C(OCC2(OC3=C(C(=C(C(=C3C(C2)=O)C)OCC(=O)OC(C)(C)C)C)C)C)C=C1 (2-(4-aminophenoxymethyl)-6-t-butoxycarbonylmethoxy-2,5,7,8-tetramethylchroman-4-one), cuprous oxide. Solvent: O (water), CC(=O)C (acetone). Run at time 30 minute. Product: C(C)(C)(C)OC(=O)COC=1C(=C2C(CC(OC2=C(C1C)C)(C)COC1=CC=C(C=C1)CC(C(=O)OCC)Cl)=O)C (Ethyl 3-[4-(6-t-Butoxycarbonylmethoxy-2,5,7,8-tetramethyl-4-oxochroman-2-ylmethoxy)phenyl]-2-chloropropionate). RXN SMILES: [ClH:1].N([O-])=O.[Na+].[C:6]([O:10][CH2:11][CH3:12])(=[O:9])[CH:7]=[CH2:8].N[C:14]1[CH:45]=[CH:44][C:17]([O:18][CH2:19][C:20]2([CH3:43])[CH2:29][C:28](=[O:30])[C:27]3[C:22](=[C:23]([CH3:42])[C:24]([CH3:41])=[C:25]([O:32][CH2:33][C:34]([O:36][C:37]([CH3:40])([CH3:39])[CH3:38])=[O:35])[C:26]=3[CH3:31])[O:21]2)=[CH:16][CH:15]=1>O.CC(C)=O>[C:37]([O:36][C:34]([CH2:33][O:32][C:25]1[C:26]([CH3:31])=[C:27]2[C:22](=[C:23]([CH3:42])[C:24]=1[CH3:41])[O:21][C:20]([CH2:19][O:18][C:17]1[CH:16]=[CH:15][C:14]([CH2:8][CH:7]([Cl:1])[C:6]([O:10][CH2:11][CH3:12])=[O:9])=[CH:45][CH:44]=1)([CH3:43])[CH2:29][C:28]2=[O:30])=[O:35])([CH3:38])([CH3:39])[CH3:40] |f:1.2|. Reported procedure: 16 ml of concentrated hydrochloric acid, 7 ml of an aqueous solution containing 3.1 g of sodium nitrite and 37 ml of ethyl acrylate were added, in that order, at 5°-10° C. to a mixture of 16 g of 2-(4-aminophenoxymethyl)-6-t-butoxycarbonylmethoxy-2,5,7,8-tetramethylchroman-4-one (prepared as described in Preparation 62) and 160 ml of acetone. Then 0.5 g of cuprous oxide was added gradually at an internal temperature of 40°-43° C. After about 30 minutes, the evolution of nitrogen had ceased. The ... Reactants: ice, C(C)(=O)OCC(=O)[C@]1(CC[C@H]2[C@@H]3CCC4=CC(C=C[C@@]4([C@H]3C(C[C@]12C)=O)C)=O)OC(C)=O (acetic acid (8S,9S,10R,13S,14S,17R)-17-(2-acetoxy-acetyl)-10,13-dimethyl-3,11-dioxo-6,7,8,9,10,11,12,13,14,15,16,17-dodecahydro-3H-cyclopenta[α]phenanthren-17-yl ester), [BH4-].[Na+] (sodium borohydride). Run in O1CCCC1 (tetrahydrofuran), CO (MeOH), ice, Cl (HCl). Product: C(C)(=O)OCC(=O)[C@]1(CC[C@H]2[C@@H]3CCC4=CC(C=C[C@@]4([C@H]3[C@H](C[C@]12C)O)C)=O)OC(C)=O (acetic acid (8S,9S,10R,11S,13S,14S,17R)-17-(2-acetoxy-acetyl)-11-hydroxy-10,13-dimethyl-3-oxo-6,7,8,9,10,11,12,13,14,15,16,17-dodecahydro-3H-cyclopenta[a]phenanthren-17-yl ester). RXN SMILES: [C:1]([O:4][CH2:5][C:6]([C@:8]1([O:29][C:30](=[O:32])[CH3:31])[C@:24]2([CH3:25])[C@H:11]([C@H:12]3[C@H:21]([C:22](=[O:26])[CH2:23]2)[C@:20]2([CH3:27])[C:15](=[CH:16][C:17](=[O:28])[CH:18]=[CH:19]2)[CH2:14][CH2:13]3)[CH2:10][CH2:9]1)=[O:7])(=[O:3])[CH3:2].[BH4-].[Na+]>O1CCCC1.CO.Cl>[C:1]([O:4][CH2:5][C:6]([C@:8]1([O:29][C:30](=[O:32])[CH3:31])[C@:24]2([CH3:25])[C@H:11]([C@H:12]3[C@H:21]([C@@H:22]([OH:26])[CH2:23]2)[C@:20]2([CH3:27])[C:15](=[CH:16][C:17](=[O:28])[CH:18]=[CH:19]2)[CH2:14][CH2:13]3)[CH2:10][CH2:9]1)=[O:7])(=[O:3])[CH3:2] |f:1.2|. Reported procedure: To an ice cooled solution of intermediate 2 (2.22 g, 5.0 mmol) in tetrahydrofuran (15 ml) and MeOH (15 ml), sodium borohydride (221 mg, 5.84 mmol) is added in portions over a period of 2.5 hours. The reaction mixture is poured in 1 N HCl and ice (150 ml). The formed precipitate is extracted with AcOEt (3×100 ml), and the combined organic layers are dried over anhydrous Na2SO4 and concentrated. The crude material is crystallized from Ethyl acetate/petroleum ether. The residue from mother liquor i... Starting materials: [C-]#N, COc1ccc(C(=O)c2cccc(CBr)c2Cl)cc1, CS(C)=O, [K+], O. The product is COc1ccc(C(=O)c2cccc(CC#N)c2Cl)cc1. RXN SMILES: [C-:20]#[N:21].[CH3:1][O:2][c:3]1[cH:4][cH:5][c:6]([C:7](=[O:8])[c:9]2[c:10]([Cl:17])[c:11]([CH2:12][Br:13])[cH:14][cH:15][cH:16]2)[cH:18][cH:19]1.[CH3:24][S:25]([CH3:26])=[O:27].[K+:22].[OH2:23]>>[CH3:1][O:2][c:3]1[cH:4][cH:5][c:6]([C:7](=[O:8])[c:9]2[c:10]([Cl:17])[c:11]([CH2:12][C:20]#[N:21])[cH:14][cH:15][cH:16]2)[cH:18][cH:19]1. Reactants: Br.N[C@@H]1[C@@H](SC2=C(NC1=O)C=CC=C2)C2=CC=CC=C2 (cis-3-amino-2-phenyl-2,3-dihydro-1,5-benzothiazepin-4(5H)- one hydrobromide), ( iv ), [H-].[Na+] (sodium hydride), BrCC(=O)OCC (ethyl bromoacetate). Run in CN(C=O)C (dimethylformamide), CN(C=O)C (dimethylformamide). Conditions: temperature 10 celsius, time 2 hour. Yields the product N[C@@H]1[C@@H](SC2=C(N(C1=O)CC(=O)OCC)C=CC=C2)C2=CC=CC=C2 (ethyl cis-3-amino-4-oxo-2-phenyl-2,3,4,5-tetrahydro-1,5-benzothiazepine-5-acetate). As a reaction SMILES: Br.[NH2:2][C@H:3]1[C:9](=[O:10])[NH:8][C:7]2[CH:11]=[CH:12][CH:13]=[CH:14][C:6]=2[S:5][C@H:4]1[C:15]1[CH:20]=[CH:19][CH:18]=[CH:17][CH:16]=1.[H-].[Na+].Br[CH2:24][C:25]([O:27][CH2:28][CH3:29])=[O:26]>CN(C)C=O>[NH2:2][C@H:3]1[C:9](=[O:10])[N:8]([CH2:24][C:25]([O:27][CH2:28][CH3:29])=[O:26])[C:7]2[CH:11]=[CH:12][CH:13]=[CH:14][C:6]=2[S:5][C@H:4]1[C:15]1[CH:16]=[CH:17][CH:18]=[CH:19][CH:20]=1 |f:0.1,2.3|. Reported procedure: With 40 ml of dimethylformamide is mixed 3 g of cis-3-amino-2-phenyl-2,3-dihydro-1,5-benzothiazepin-4(5H)- one hydrobromide in the same manner as in (iv) of Example 1, and 0.72 g of 60% sodium hydride is added to the mixture under ice-cooling. After the temperature is gradually elevated to room temperature, the mixture is stirred for 2 hours. After the temperature of the reaction mixture is again cooled to about 10° C., 5 ml of a dimethylformamide solution containing 1.1 ml of ethyl bromoacetate...